From a dataset of the Open Reaction Database (ORD), a public repository of structured organic reaction records. describe an organic reaction: reactants, conditions, products, and yield Reactants: CN(C)c1ccc(N=C=O)cc1, NCc1cn(-c2ccccc2)c2cc(Cl)ccc2c1=O. Product: CN(C)c1ccc(NC(=O)NCc2cn(-c3ccccc3)c3cc(Cl)ccc3c2=O)cc1. Reaction SMILES: [CH3:21][N:22]([c:23]1[cH:24][cH:25][c:26]([N:29]=[C:30]=[O:31])[cH:27][cH:28]1)[CH3:32].[NH2:1][CH2:2][c:3]1[cH:4][n:5](-[c:15]2[cH:16][cH:17][cH:18][cH:19][cH:20]2)[c:6]2[cH:7][c:8]([Cl:14])[cH:9][cH:10][c:11]2[c:12]1=[O:13]>>[NH:1]([CH2:2][c:3]1[cH:4][n:5](-[c:15]2[cH:16][cH:17][cH:18][cH:19][cH:20]2)[c:6]2[cH:7][c:8]([Cl:14])[cH:9][cH:10][c:11]2[c:12]1=[O:13])[C:30]([NH:29][c:26]1[cH:25][cH:24][c:23]([N:22]([CH3:21])[CH3:32])[cH:28][cH:27]1)=[O:31].